This data is from the Open Reaction Database (ORD), a public repository of structured organic reaction records. The task is: describe an organic reaction: reactants, conditions, products, and yield Starting materials: [Si](C)(C)(C(C)(C)C)OCC1=C(CN2C(C=3C(C2=O)=CC=CC3)=O)C=CC=C1 (N-[2-(tert-butyldimethylsilyloxymethyl)benzyl]phthalimide), Cl (hydrochloric acid). Run in O.C(C)OCC (water diethyl ether), CO (methanol). Conditions: time 10 minute. Yields the product OCC1=C(CN2C(C=3C(C2=O)=CC=CC3)=O)C=CC=C1 (N-[2-(hydroxymethyl)benzyl]phthalimide). RXN SMILES: [Si]([O:8][CH2:9][C:10]1[CH:27]=[CH:26][CH:25]=[CH:24][C:11]=1[CH2:12][N:13]1[C:17](=[O:18])[C:16]2=[CH:19][CH:20]=[CH:21][CH:22]=[C:15]2[C:14]1=[O:23])(C(C)(C)C)(C)C.Cl>CO.O.C(OCC)C>[OH:8][CH2:9][C:10]1[CH:27]=[CH:26][CH:25]=[CH:24][C:11]=1[CH2:12][N:13]1[C:17](=[O:18])[C:16]2=[CH:19][CH:20]=[CH:21][CH:22]=[C:15]2[C:14]1=[O:23] |f:3.4|. Procedure details: To a solution of 15.021 g (39.368 mM) of N-[2-(tert-butyldimethylsilyloxymethyl)benzyl]phthalimide in 50 ml of methanol was added 5 ml of concentrated hydrochloric acid at room temperature and the mixture was stirred at the prevailing temperature for 10 minutes. This reaction mixture was poured in water-diethyl ether and the resulting precipitate was recovered, rinsed serially with water and diethyl ether, and dried to provide the title compound. Starting materials: O=C(O)c1cccnc1Cl, C1COCCO1, OCC(O)CN1CCNCC1. The product is O=C(O)c1cccnc1N1CCN(CC(O)CO)CC1. RXN SMILES: [Cl:12][c:13]1[c:14]([C:15](=[O:16])[OH:17])[cH:18][cH:19][cH:20][n:21]1.[O:22]1[CH2:23][CH2:24][O:25][CH2:26][CH2:27]1.[OH:1][CH:2]([CH2:3][N:4]1[CH2:5][CH2:6][NH:7][CH2:8][CH2:9]1)[CH2:10][OH:11]>>[OH:1][CH:2]([CH2:3][N:4]1[CH2:5][CH2:6][N:7]([c:13]2[c:14]([C:15](=[O:16])[OH:17])[cH:18][cH:19][cH:20][n:21]2)[CH2:8][CH2:9]1)[CH2:10][OH:11]. Reactants: C(=NCCN1CCOCC1)=NC1CCCCC1, CN1CCC23c4c5ccc(OCCCN)c4OC2C(O)C=CC3C1C5, Cc1ccc(S(=O)(=O)[O-])cc1. Yields the product CN1CCC23c4c5ccc(O)c4OC2C(O)C=CC3C1C5. Reaction SMILES: [CH:26]1([N:27]=[C:28]=[N:29][CH2:30][CH2:31][N:32]2[CH2:33][CH2:34][O:35][CH2:36][CH2:37]2)[CH2:38][CH2:39][CH2:40][CH2:41][CH2:42]1.[NH2:1][CH2:2][CH2:3][CH2:4][O:5][c:6]1[cH:7][cH:8][c:9]2[c:18]3[c:19]1[O:20][CH:16]1[CH:15]([OH:25])[CH:14]=[CH:13][CH:12]4[CH:11]([CH2:10]2)[N:23]([CH3:24])[CH2:22][CH2:21][C:17]413.[c:43]1([CH3:44])[cH:45][cH:46][c:47]([S:48]([O-:49])(=[O:50])=[O:51])[cH:52][cH:53]1>>[OH:5][c:6]1[cH:7][cH:8][c:9]2[c:18]3[c:19]1[O:20][CH:16]1[CH:15]([OH:25])[CH:14]=[CH:13][CH:12]4[CH:11]([CH2:10]2)[N:23]([CH3:24])[CH2:22][CH2:21][C:17]413. The reactants are C(C)(=O)O (acetic acid), CC(CC(C)=O)=O (2,4-pentanedione), ClC=1C=C(C=O)C=C(C1)Cl (3,5-dichlorobenzaldehyde). Reagents/catalysts: N1CCCCC1 (piperidine). Run in C1(=CC=CC=C1)C (toluene). Yields the product ClC=1C=C(C=C(C(C)=O)C(C)=O)C=C(C1)Cl (3-(3,5-Dichlorobenzylidene)-2,4-pentanedione). The yield is 88.4%. Reaction SMILES: C(O)(=O)C.[CH3:5][C:6](=[O:11])[CH2:7][C:8](=[O:10])[CH3:9].[Cl:12][C:13]1[CH:14]=[C:15]([CH:18]=[C:19]([Cl:21])[CH:20]=1)[CH:16]=O>C1(C)C=CC=CC=1.N1CCCCC1>[Cl:12][C:13]1[CH:14]=[C:15]([CH:18]=[C:19]([Cl:21])[CH:20]=1)[CH:16]=[C:7]([C:6](=[O:11])[CH3:5])[C:8](=[O:10])[CH3:9]. Reported procedure: Glacial acetic acid (0.49 ml, 8.6 mmol) and piperidine (57 μL, 0.6 mmol) were added to a stirred solution of 2,4-pentanedione (2.86 g, 28.6 mmol) and 3,5-dichlorobenzaldehyde (5.00 g, 28.6 mmol) in toluene (25 ml) and the mixture was heated under reflux using a Dean-Stark trap for 18 hours. After cooling, the mixture was concentrated under reduced pressure and the residue was purified by flash chromatography on silica gel eluting with pentane:ethyl acetate (10:1, by volume) to give the title com... Reactants: [N+](=O)([N+](=O)[O-])[O-] (nitrogen tetroxide), [N+](=O)[O-] (nitrogen dioxide), [OH-].[Na+] (sodium hydroxide). The product is [N+](=O)([O-])[O-].[Na+] (sodium nitrate), N(=O)[O-].[Na+] (sodium nitrite), [N]=O (nitric oxide). RXN SMILES: [N+:1]([O-:6])([N+:3]([O-:5])=[O:4])=[O:2].[N+:7]([O-])=[O:8].[OH-].[Na+:11]>>[N+:3]([O-:5])([O-:8])=[O:4].[Na+:11].[N:1]([O-:6])=[O:2].[Na+:11].[N:7]=[O:8] |f:2.3,4.5,6.7,^1:6,20|. Procedure: Currently, the KSC oxidizer scrubbers react nitrogen tetroxide and/or nitrogen dioxide with nominally 25-wt. % sodium hydroxide, which produces sodium nitrate, sodium nitrite, and nitric oxide. The spent caustic scrubber liquor could be used as a fertilizer once the pH is adjusted; however, substitution of potassium hydroxide for sodium hydroxide increases the commercial value of the scrubber liquor as a fertilizer.